This data is from the Open Reaction Database (ORD), a public repository of structured organic reaction records. The task is: describe an organic reaction: reactants, conditions, products, and yield Starting materials: C(C)(C)(C)OC(=O)NCC1CN(CC1)CCCCN (4-(3-tert-Butoxycarbonylaminomethylpyrrolidin-1-yl)butylamine), C1(=CC=CC=C1)N=C=S (phenyl isothiocyanate), NC1=CC(=C(C(=O)O)C=C1Cl)OC (4-amino-5-chloro-2-methoxybenzoic acid). Product: NC1=CC(=C(C(=O)NCC2CN(CC2)CCCCNC(=S)NC2=CC=CC=C2)C=C1Cl)OC (4-amino-5-chloro-2-methoxy-N-(1-(4-(3-phenylthioureido)butyl)pyrrolidin-3-ylmethyl)benzamide). As a reaction SMILES: C(O[C:6]([NH:8][CH2:9][CH:10]1[CH2:14][CH2:13][N:12]([CH2:15][CH2:16][CH2:17][CH2:18][NH2:19])[CH2:11]1)=[O:7])(C)(C)C.[C:20]1([N:26]=[C:27]=[S:28])[CH:25]=[CH:24][CH:23]=[CH:22][CH:21]=1.[NH2:29][C:30]1[C:38]([Cl:39])=[CH:37][C:33](C(O)=O)=[C:32]([O:40][CH3:41])[CH:31]=1>>[NH2:29][C:30]1[C:38]([Cl:39])=[CH:37][C:33]([C:6]([NH:8][CH2:9][CH:10]2[CH2:14][CH2:13][N:12]([CH2:15][CH2:16][CH2:17][CH2:18][NH:19][C:27]([NH:26][C:20]3[CH:25]=[CH:24][CH:23]=[CH:22][CH:21]=3)=[S:28])[CH2:11]2)=[O:7])=[C:32]([O:40][CH3:41])[CH:31]=1. Procedure details: 4-(3-tert-Butoxycarbonylaminomethylpyrrolidin-1-yl)butylamine (1.00 g) as starting compound was reacted and treated in the same manner as in Example 34 using phenyl isothiocyanate (0.44 ml) and 4-amino-5-chloro-2-methoxybenzoic acid (0.74 g) to give 4-amino-5-chloro-2-methoxy-N-(1-(4-(3-phenylthioureido)butyl)pyrrolidin-3-ylmethyl)benzamide.